The task is: describe an organic reaction: reactants, conditions, products, and yield. This data is from the Open Reaction Database (ORD), a public repository of structured organic reaction records. Starting materials: C(=O)([O-])[O-].[K+].[K+] (K2CO3), BrC1=C(C(=O)OCC)C=CC(=C1O)Br (ethyl 2,4-dibromo-3-hydroxybenzoate), CN(C)C=O (DMF), ClCC(=O)N (chloroacetamide). Solvent: O (water). Conditions: temperature 120 celsius. The product is BrC1=C(C(=O)OCC)C=CC(=C1OCC(=O)N)Br (ethyl 2,4-dibromo-3-(aminocarbonylmethoxy)benzoate). As a reaction SMILES: C([O-])([O-])=O.[K+].[K+].[Br:7][C:8]1[C:18]([OH:19])=[C:17]([Br:20])[CH:16]=[CH:15][C:9]=1[C:10]([O:12][CH2:13][CH3:14])=[O:11].CN(C=O)C.Cl[CH2:27][C:28]([NH2:30])=[O:29]>O>[Br:7][C:8]1[C:18]([O:19][CH2:27][C:28]([NH2:30])=[O:29])=[C:17]([Br:20])[CH:16]=[CH:15][C:9]=1[C:10]([O:12][CH2:13][CH3:14])=[O:11] |f:0.1.2|. Reported procedure: 0.853 g (6.20 mmol) of K2CO3, 0.154 g (0.90 mmol) of Kl and 1.000 g (3.10 mmol) of ethyl 2,4-dibromo-3-hydroxybenzoate were introduced into 15 ml of DMF. 0.346 g (3.70 mmol) of chloroacetamide was added at RT, and the mixture was heated for 6 hours at 120° C. The mixture was then poured into water and extracted with diisopropyl ether. The combined organic phases were washed with water, dried over Na2SO4 and concentrated completely. Drying in an oil-pump vacuum gave ethyl 2,4-dibromo-3-(aminocarb...